From a dataset of the Open Reaction Database (ORD), a public repository of structured organic reaction records. describe an organic reaction: reactants, conditions, products, and yield Reactants: C(C)(C)(C)OC(N[C@@H]1CC[C@H](CC1)O)=O ((trans-4-hydroxy-cyclohexyl)-carbamic acid tert-butyl ester), N1=CC=CC=C1 (pyridine), CS(=O)(=O)Cl (methanesulfonylchloride). Run in C(Cl)Cl (CH2Cl2). Conditions: time 14 hour. Yields the product C(C)(C)(C)OC(=O)N[C@@H]1CC[C@H](CC1)OS(=O)(=O)C (methanesulfonic acid trans-4-tert-butoxycarbonylamino-cyclohexyl ester). Yield: 96.1%. Reaction SMILES: [C:1]([O:5][C:6](=[O:15])[NH:7][C@H:8]1[CH2:13][CH2:12][C@H:11]([OH:14])[CH2:10][CH2:9]1)([CH3:4])([CH3:3])[CH3:2].N1C=CC=CC=1.[CH3:22][S:23](Cl)(=[O:25])=[O:24]>C(Cl)Cl>[C:1]([O:5][C:6]([NH:7][C@H:8]1[CH2:9][CH2:10][C@H:11]([O:14][S:23]([CH3:22])(=[O:25])=[O:24])[CH2:12][CH2:13]1)=[O:15])([CH3:4])([CH3:2])[CH3:3]. Procedure details: A solution of (trans-4-hydroxy-cyclohexyl)-carbamic acid tert-butyl ester (7.0 g, 33 mmol) in CH2Cl2 (165 mL) was charged with pyridine (13 mL, 79 mmol) and methanesulfonylchloride (6.4 mL, 82 mmol). The reaction was stirred at RT for 14 h and concentrated in vacuo. The residue was dissolved in EtOAc and the resulting solution was washed successively with water (2×) and brine (1×) before being dried (MgSO4), filtered, and concentrated in vacuo to afford methanesulfonic acid trans-4-tert-butoxyca...